Dataset: the Open Reaction Database (ORD), a public repository of structured organic reaction records. Task: describe an organic reaction: reactants, conditions, products, and yield Reported procedure: A solution of 4-amino-3-[(1-benzylpiperidin-4-yl)amino)pyridine (2.8 g, 9.9 mmol) and carbonyldiimidazole (3.0 g, 18.5 mmol) in tetrahydrofuran (100 mL) was refluxed overnight. The reaction was cooled, concentrated and partitioned between chloroform (500 mL) and saturated sodium carbonate (100 mL). The organic phase was dried over magnesium sulfate and concentrated to give the title compound (2.8 g). MS 209 (M+1). Starting materials: NC1=C(C=NC=C1)NC1CCN(CC1)CC1=CC=CC=C1 (4-amino-3-[(1-benzylpiperidin-4-yl)amino)pyridine), C(=O)(N1C=NC=C1)N1C=NC=C1 (carbonyldiimidazole). The yield is 129.6%. Product: O=C1NC2=C(C=NC=C2)N1C1CCNCC1 (2-Oxo-3-(4-piperidinyl)-2,3-dihydro-1H-imidazo[4,5-c]pyridine). Solvent: O1CCCC1 (tetrahydrofuran). As a reaction SMILES: [NH2:1][C:2]1[CH:7]=[CH:6][N:5]=[CH:4][C:3]=1[NH:8][CH:9]1[CH2:14][CH2:13][N:12](CC2C=CC=CC=2)[CH2:11][CH2:10]1.[C:22](N1C=CN=C1)(N1C=CN=C1)=[O:23]>O1CCCC1>[O:23]=[C:22]1[N:8]([CH:9]2[CH2:10][CH2:11][NH:12][CH2:13][CH2:14]2)[C:3]2[CH:4]=[N:5][CH:6]=[CH:7][C:2]=2[NH:1]1. Reactants: FC(C=1C=C(CN(C(C2=CN=C(C=C2C2=C(C=CC=C2)C)O)=O)C)C=C(C1)C(F)(F)F)(F)F (N-(3,5-Bis-trifluoromethyl-benzyl)-6-hydroxy-N-methyl-4-o-tolyl-nicotinamide), C(C1=CC=CC=C1)Br (benzyl bromide). The reagents and catalysts are C([O-])([O-])=O.[Ag+2] (silver carbonate). Run in ClCCl (dichloromethane). Product: C(C1=CC=CC=C1)OC1=NC=C(C(=O)N(C)CC2=CC(=CC(=C2)C(F)(F)F)C(F)(F)F)C(=C1)C1=C(C=CC=C1)C (6-Benzyloxy-N-(3,5-bis-trifluoromethyl-benzyl)-N-methyl-4-o-tolyl-nicotinamide). Isolated yield 39.1%. As a reaction SMILES: [F:1][C:2]([F:33])([F:32])[C:3]1[CH:4]=[C:5]([CH:25]=[C:26]([C:28]([F:31])([F:30])[F:29])[CH:27]=1)[CH2:6][N:7]([CH3:24])[C:8](=[O:23])[C:9]1[C:14]([C:15]2[CH:20]=[CH:19][CH:18]=[CH:17][C:16]=2[CH3:21])=[CH:13][C:12]([OH:22])=[N:11][CH:10]=1.[CH2:34](Br)[C:35]1[CH:40]=[CH:39][CH:38]=[CH:37][CH:36]=1>ClCCl.C(=O)([O-])[O-].[Ag+2]>[CH2:34]([O:22][C:12]1[CH:13]=[C:14]([C:15]2[CH:20]=[CH:19][CH:18]=[CH:17][C:16]=2[CH3:21])[C:9]([C:8]([N:7]([CH2:6][C:5]2[CH:4]=[C:3]([C:2]([F:32])([F:1])[F:33])[CH:27]=[C:26]([C:28]([F:31])([F:30])[F:29])[CH:25]=2)[CH3:24])=[O:23])=[CH:10][N:11]=1)[C:35]1[CH:40]=[CH:39][CH:38]=[CH:37][CH:36]=1 |f:3.4|. Procedure: A mixture of 50 mg (0.11 mmol) N-(3,5-bis-trifluoromethyl-benzyl)-6-hydroxy-N-methyl-4-o-tolyl-nicotinamide (Example 111), 0.014 ml (0.12 mmol) benzyl bromide and 59 mg (0.21 mmol) silver carbonate in 2 ml dichloromethane was heated at reflux for 2 h. Cooling to room temperature was followed by dilution with dichloromethane and filtration. The filtrate was washed with water. The aqueous layer was extracted with three portions of dichloromethane. The combined organic layers were dried with sodium... Starting materials: ClC=1C=C2C=C(C(OC2=CC1NCC(C)C)C(F)(F)F)C(=O)OCC (ethyl 6-chloro-7-(isobutylamino)-2-(trifluoromethyl)-2H-chromene-3-carboxylate), CB1OB(OB(O1)C)C (trimethylboroxine), [(tBu3P)PdBr]2, C(=O)([O-])[O-].[Cs+].[Cs+] (Cs2CO3), O (water). The solvent is COCCOCCOC (diglyme). Run at temperature 115 celsius. The product is C(C(C)C)NC1=C(C=C2C=C(C(OC2=C1)C(F)(F)F)C(=O)OCC)C (ethyl 7-(isobutylamino)-6-methyl-2-(trifluoromethyl)-2H-chromene-3-carboxylate). Yield: 25.0%. Reaction SMILES: Cl[C:2]1[CH:3]=[C:4]2[C:9](=[CH:10][C:11]=1[NH:12][CH2:13][CH:14]([CH3:16])[CH3:15])[O:8][CH:7]([C:17]([F:20])([F:19])[F:18])[C:6]([C:21]([O:23][CH2:24][CH3:25])=[O:22])=[CH:5]2.[CH3:26]B1OB(C)OB(C)O1.C([O-])([O-])=O.[Cs+].[Cs+].O>COCCOCCOC>[CH2:13]([NH:12][C:11]1[CH:10]=[C:9]2[C:4]([CH:5]=[C:6]([C:21]([O:23][CH2:24][CH3:25])=[O:22])[CH:7]([C:17]([F:20])([F:19])[F:18])[O:8]2)=[CH:3][C:2]=1[CH3:26])[CH:14]([CH3:16])[CH3:15] |f:2.3.4|. Procedure: A mixture of ethyl 6-chloro-7-(isobutylamino)-2-(trifluoromethyl)-2H-chromene-3-carboxylate prepared as in Example 608b, Step 1 (2.10 g, 5.57 mmole), trimethylboroxine (1.58 mL, 12.66 mmole), [(tBu3P)PdBr]2 (0.04 g), and Cs2CO3 (3.17 g, 9.74 mmole) in anhydrous diglyme (10.0 mL) was heated to 115° C. under a dry N2 atmosphere for 18 hrs. The contents were poured into water (40 ml) and extracted with EtOAc (2×40 mL). The combined extracts were washed with brine (20 mL), dried over MgSO4, filtered...